This data is from the Open Reaction Database (ORD), a public repository of structured organic reaction records. The task is: describe an organic reaction: reactants, conditions, products, and yield Run in C1CCOC1 (THF), C1CCOC1 (THF), C1CCOC1 (THF). Reactants: C(CCCCCCC)=O (n -octanal), O (Water), CC(C#C)(C)NS(=O)(=O)C1=CC=C(C)C=C1 (3-methyl-3-tosylamino-1-butyne), C(C)[Mg]Br (ethylmagnesium bromide). Run at temperature 0 celsius, time 2 hour. The yield is 75.0%. Product: OC(C#CC(C)(NS(=O)(=O)C1=CC=C(C)C=C1)C)CCCCCCC (5-hydroxy-2-methyl-2-tosylamino-3-dodecyne). Procedure details: In 2 ml of THF was dissolved 1.185 g (5 mmole) of 3-methyl-3-tosylamino-1-butyne, and a THF solution of ethylmagnesium bromide (12 mmole) was added thereto at room temperature, followed by refluxing for 1 hour. After cooling the solution to 0° C., a solution of 1.25 ml (8 mmole) of n -octanal in 3 ml of THF was added thereto, and the mixture was stirred at room temperature for 2 hours. Water was added to the reaction mixture, and the mixture was extracted with ethyl acetate. The extract was wash... Reaction SMILES: [CH3:1][C:2]([NH:6][S:7]([C:10]1[CH:16]=[CH:15][C:13]([CH3:14])=[CH:12][CH:11]=1)(=[O:9])=[O:8])([CH3:5])[C:3]#[CH:4].C([Mg]Br)C.[CH:21](=[O:29])[CH2:22][CH2:23][CH2:24][CH2:25][CH2:26][CH2:27][CH3:28].O>C1COCC1>[OH:29][CH:21]([CH2:22][CH2:23][CH2:24][CH2:25][CH2:26][CH2:27][CH3:28])[C:4]#[C:3][C:2]([CH3:1])([NH:6][S:7]([C:10]1[CH:11]=[CH:12][C:13]([CH3:14])=[CH:15][CH:16]=1)(=[O:8])=[O:9])[CH3:5]. Reactants: C(CCC)[Sn](C=C)(CCCC)CCCC (tributyl(vinyl)tin), ClC1=CC=C2C(=C1)NC(C21C(NC(CC1C1=CC(=CC=C1)Cl)=O)C1=C(C=CC(=C1)I)OCCO)=O (racemic (2′R,3R,4′S)-6-chloro-4′-(3-chlorophenyl)-2′-[5-iodo-2-(2-hydroxy-ethoxy)-phenyl]spiro[3H-indole-3,3′-piperidine]-2,6′(1H)-dione). The reagents and catalysts are C=1C=CC(=CC1)/C=C/C(=O)/C=C/C2=CC=CC=C2.C=1C=CC(=CC1)/C=C/C(=O)/C=C/C2=CC=CC=C2.C=1C=CC(=CC1)/C=C/C(=O)/C=C/C2=CC=CC=C2.[Pd].[Pd] (tris(dibenzylideneacetone)dipalladium(0)), C1(=CC=CC=C1)P(C1=CC=CC=C1)C1=CC=CC=C1 (tri-phenylphosphine), [Cu]I (CuI). Solvent: O1CCOCC1 (dioxane). Run at temperature 60 celsius. The product is ClC1=CC=C2C(=C1)NC(C21C(NC(CC1C1=CC(=CC=C1)Cl)=O)C1=C(C=CC(=C1)C=C)OCCO)=O (racemic (2′R,3R,4′S)-6-chloro-4′-(3-chlorophenyl)-2′-[2-(2-hydroxy-ethoxy)-5-vinyl-phenyl]spiro[3H-indole-3,3′-piperidine]-2,6′(1H)-dione). The yield is 95.5%. As a reaction SMILES: [Cl:1][C:2]1[CH:7]=[C:6]2[NH:8][C:9](=[O:35])[C:10]3([CH:15]([C:16]4[CH:21]=[CH:20][CH:19]=[C:18]([Cl:22])[CH:17]=4)[CH2:14][C:13](=[O:23])[NH:12][CH:11]3[C:24]3[CH:29]=[C:28](I)[CH:27]=[CH:26][C:25]=3[O:31][CH2:32][CH2:33][OH:34])[C:5]2=[CH:4][CH:3]=1.[CH2:36]([Sn](CCCC)(CCCC)C=C)[CH2:37]CC>O1CCOCC1.[Cu]I.C1C=CC(/C=C/C(/C=C/C2C=CC=CC=2)=O)=CC=1.C1C=CC(/C=C/C(/C=C/C2C=CC=CC=2)=O)=CC=1.C1C=CC(/C=C/C(/C=C/C2C=CC=CC=2)=O)=CC=1.[Pd].[Pd].C1(P(C2C=CC=CC=2)C2C=CC=CC=2)C=CC=CC=1>[Cl:1][C:2]1[CH:7]=[C:6]2[NH:8][C:9](=[O:35])[C:10]3([CH:15]([C:16]4[CH:21]=[CH:20][CH:19]=[C:18]([Cl:22])[CH:17]=4)[CH2:14][C:13](=[O:23])[NH:12][CH:11]3[C:24]3[CH:29]=[C:28]([CH:36]=[CH2:37])[CH:27]=[CH:26][C:25]=3[O:31][CH2:32][CH2:33][OH:34])[C:5]2=[CH:4][CH:3]=1 |f:4.5.6.7.8|. Procedure details: To a suspension of racemic (2′R,3R,4′S)-6-chloro-4′-(3-chlorophenyl)-2′-[5-iodo-2-(2-hydroxy-ethoxy)-phenyl]spiro[3H-indole-3,3′-piperidine]-2,6′(1H)-dione (0.1 g, 0.16 mmol) prepared in Example 190c in dioxane (10 mL) was added CuI (5 mg, 0.026 mmol) (Aldrich). The mixture was degassed under nitrogen for 5 min, then tris(dibenzylideneacetone)dipalladium(0) (11.7 mg, 0.013 mmol, Strem), tri-phenylphosphine (3.35 mg, 0.013 mmol), and tributyl(vinyl)tin (46 uL, 1.0 mmol, Aldrich) were added sequen... The reactants are C[Si](CCOCN1C=CC2=C1N=CN=C2C=2C=NN(C2)C(CC=O)CC)(C)C (3-[4-(7-[2-(trimethylsilyl)ethoxy]methyl-7H-pyrrolo[2,3-d]pyrimidin-4-yl)-1H-pyrazol-1-yl]pentanal), ice, C1CCOC1 (THF), C[Si](C)(C)[N-][Si](C)(C)C.[K+] (potassium bis(trimethylsilyl)amide). The reagents and catalysts are [Br-].C[P+](C1=CC=CC=C1)(C1=CC=CC=C1)C1=CC=CC=C1 (methyl triphenylphosphonium bromide). Run in C1(=CC=CC=C1)C (toluene). Reaction conditions: temperature 0 celsius, time 1 hour. Yields the product C(C)C(CC=C)N1N=CC(=C1)C=1C2=C(N=CN1)N(C=C2)COCC[Si](C)(C)C (4-[1-(1-ethylbut-3-en-1-yl)-1H-pyrazol-4-yl]-7-[2-(trimethylsilyl)ethoxy]methyl-7H-pyrrolo[2,3-d]pyrimidine). The yield is 188.6%. Reaction SMILES: [CH2:1]1COCC1.C[Si]([N-][Si](C)(C)C)(C)C.[K+].[CH3:16][Si:17]([CH3:43])([CH3:42])[CH2:18][CH2:19][O:20][CH2:21][N:22]1[C:26]2[N:27]=[CH:28][N:29]=[C:30]([C:31]3[CH:32]=[N:33][N:34]([CH:36]([CH2:40][CH3:41])[CH2:37][CH:38]=O)[CH:35]=3)[C:25]=2[CH:24]=[CH:23]1>[Br-].C[P+](C1C=CC=CC=1)(C1C=CC=CC=1)C1C=CC=CC=1.C1(C)C=CC=CC=1>[CH2:40]([CH:36]([N:34]1[CH:35]=[C:31]([C:30]2[C:25]3[CH:24]=[CH:23][N:22]([CH2:21][O:20][CH2:19][CH2:18][Si:17]([CH3:16])([CH3:42])[CH3:43])[C:26]=3[N:27]=[CH:28][N:29]=2)[CH:32]=[N:33]1)[CH2:37][CH:38]=[CH2:1])[CH3:41] |f:1.2,4.5|. Reported procedure: To an ice cooled solution of methyl triphenylphosphonium bromide (100 mg, 0.0004 mol) in THF (2 mL, 0.02 mol) was added 0.5 M potassium bis(trimethylsilyl)amide in toluene (0.8 mL). The mixture was stirred for 1 h at 0° C. ice bath, and was then cooled to −78° C. and treated with 3-[4-(7-[2-(trimethylsilyl)ethoxy]methyl-7H-pyrrolo[2,3-d]pyrimidin-4-yl)-1H-pyrazol-1-yl]pentanal (80 mg, 0.0002 mol) (from Example 498). The reaction was stirred at −78° C. and gradually was warmed to room temperature... The reactants are CCOC(=O)C(C(=O)OCC)C(=O)c1cc(F)c(F)c(Cl)c1Cl, O, Cc1ccc(S(=O)(=O)O)cc1. Product: CCOC(=O)CC(=O)c1cc(F)c(F)c(Cl)c1Cl. Reaction SMILES: [Cl:1][c:2]1[c:3]([C:4](=[O:5])[CH:6]([C:7](=[O:8])[O:9][CH2:10][CH3:11])[C:12]([O:13][CH2:14][CH3:15])=[O:16])[cH:17][c:18]([F:23])[c:19]([F:22])[c:20]1[Cl:21].[OH2:35].[c:24]1([CH3:25])[cH:26][cH:27][c:28]([S:29]([OH:30])(=[O:31])=[O:32])[cH:33][cH:34]1>>[Cl:1][c:2]1[c:3]([C:4](=[O:5])[CH2:6][C:7](=[O:8])[O:9][CH2:10][CH3:11])[cH:17][c:18]([F:23])[c:19]([F:22])[c:20]1[Cl:21]. The reactants are Cl (hydrochloric acid), BrC1=C(C=C(C=C1)C1=CC=C(C=C1)Cl)I (4-bromo-4′-chloro-3-iodobiphenyl), C(C)(C)[Mg]Br (isopropylmagnesium bromide), B(OC)(OC)OC (trimethyl borate). The solvent is O1CCCC1 (tetrahydrofuran), C(C)OCC (diethyl ether). Run at temperature -75 celsius, time 2 hour. Product: BrC1=C(C=C(C=C1)C1=CC=C(C=C1)Cl)B(O)O (4-bromo-4′-chlorobiphenyl-3-yl-boronic acid). Yield: 81.9%. As a reaction SMILES: [Br:1][C:2]1[CH:7]=[CH:6][C:5]([C:8]2[CH:13]=[CH:12][C:11]([Cl:14])=[CH:10][CH:9]=2)=[CH:4][C:3]=1I.C([Mg]Br)(C)C.[B:21](OC)([O:24]C)[O:22]C.Cl>O1CCCC1.C(OCC)C>[Br:1][C:2]1[CH:7]=[CH:6][C:5]([C:8]2[CH:13]=[CH:12][C:11]([Cl:14])=[CH:10][CH:9]=2)=[CH:4][C:3]=1[B:21]([OH:24])[OH:22]. Reported procedure: To a solution of 4-bromo-4′-chloro-3-iodobiphenyl (8.00 g, 20.40 mmol) in a mixed solvent system of anhydrous diethyl ether (80 ml) and anhydrous tetrahydrofuran (80 ml) at −75° C. is added isopropylmagnesium bromide (31.60 ml, 15% in tetrahydrofuran) dropwise, maintaining the temperature of the reaction mixture below −70° C. When the addition is complete the mixture is stirred at −75° C. for an additional 2 hours, then allowed to warm to −25° C. at which point trimethyl borate (3.15 g, 30.60 mm... The solvent is CCO (EtOH), O (H2O), O (H2O). Starting materials: ClC=1C=C(C=CC1)C(C(=O)O)=CC1=NN(C(=C1)C1=CC(=C(C=C1)Cl)Cl)C1=CC=C(C=C1)OCC (2-(3-chloro-phenyl)-3-[5-(3,4-dichloro-phenyl)-1-(4-ethoxy-phenyl)-1H-pyrazol-3-yl]-acrylic acid), S(=O)(=O)(C1=CC=C(C)C=C1)NN (tosylhydrazine), CC(=O)[O-].[Na+] (NaOAc). Procedure details: To a solution of 2-(3-chloro-phenyl)-3-[5-(3,4-dichloro-phenyl)-1-(4-ethoxy-phenyl)-1H-pyrazol-3-yl]-acrylic acid (Example 108, Step B; 0.043 g, 0.084 mmol) in EtOH (5 mL) was added tosylhydrazine (0.22 g, 1.2 mmol). To the light yellow solution was added a mixture of NaOAc (0.098 g, 1.2 mmol) in H2O (1 mL). The resulting mixture was heated to 100° C. overnight, then cooled to rt, diluted with H2O (10 mL), and extracted with CH2Cl2 (3×10 mL). The combined organic layers were dried (MgSO4) and th... Reaction conditions: temperature 100 celsius. As a reaction SMILES: [Cl:1][C:2]1[CH:3]=[C:4]([C:8](=[CH:12][C:13]2[CH:17]=[C:16]([C:18]3[CH:23]=[CH:22][C:21]([Cl:24])=[C:20]([Cl:25])[CH:19]=3)[N:15]([C:26]3[CH:31]=[CH:30][C:29]([O:32][CH2:33][CH3:34])=[CH:28][CH:27]=3)[N:14]=2)[C:9]([OH:11])=[O:10])[CH:5]=[CH:6][CH:7]=1.S(NN)(C1C=CC(C)=CC=1)(=O)=O.CC([O-])=O.[Na+]>CCO.O>[Cl:1][C:2]1[CH:3]=[C:4]([CH:8]([CH2:12][C:13]2[CH:17]=[C:16]([C:18]3[CH:23]=[CH:22][C:21]([Cl:24])=[C:20]([Cl:25])[CH:19]=3)[N:15]([C:26]3[CH:27]=[CH:28][C:29]([O:32][CH2:33][CH3:34])=[CH:30][CH:31]=3)[N:14]=2)[C:9]([OH:11])=[O:10])[CH:5]=[CH:6][CH:7]=1 |f:2.3|. The yield is 23.1%. Product: ClC=1C=C(C=CC1)C(C(=O)O)CC1=NN(C(=C1)C1=CC(=C(C=C1)Cl)Cl)C1=CC=C(C=C1)OCC (2-(3-Chloro-phenyl)-3-[5-(3,4-dichloro-phenyl)-1-(4-ethoxy-phenyl)-1H-pyrazol-3-yl]-propionic acid). The reactants are ClC1=C(NC2=NC=CC=C21)C (3-chloro-2-methyl pyrrolo-[2,3-b]pyridine), ClCC(=O)C1=CC=CC=C1 (2-chloroacetophenon). The solvent is CC#N (CH3CN). Run at time 1 hour. Yields the product Cl.ClC1=C(N=C2N(C=CC=C21)CC(=O)C2=CC=CC=C2)C (3chloro-2-methyl-7-phenacylpyrrolo-[2,3-b]pyridinehydrochloride). Yield: 134.9%. RXN SMILES: [Cl:1][C:2]1[C:10]2[C:5](=[N:6][CH:7]=[CH:8][CH:9]=2)[NH:4][C:3]=1[CH3:11].Cl[CH2:13][C:14]([C:16]1[CH:21]=[CH:20][CH:19]=[CH:18][CH:17]=1)=[O:15]>CC#N>[ClH:1].[Cl:1][C:2]1[C:10]2[C:5]([N:6]([CH2:13][C:14]([C:16]3[CH:21]=[CH:20][CH:19]=[CH:18][CH:17]=3)=[O:15])[CH:7]=[CH:8][CH:9]=2)=[N:4][C:3]=1[CH3:11] |f:3.4|. Reported procedure: A solution of 200 mg (1.2 mmol) of 3-chloro-2-methyl pyrrolo-[2,3-b]pyridine and 204 mg (1,3 mmol) of 2-chloroacetophenon in 10 ml of CH3CN was refluxed for 48 h. The reaction mixture was cooled to room temperature and stirred for one hour. The precipitate was filtered off to give 260 mg (67%) of 3chloro-2-methyl-7-phenacylpyrrolo-[2,3-b]pyridinehydrochloride.